From a dataset of the Open Reaction Database (ORD), a public repository of structured organic reaction records. describe an organic reaction: reactants, conditions, products, and yield The reactants are ClC1=CC=C(C=C1)[Mg]Br (4-chlorophenylmagnesium bromide), ClC1C(CCCC1)=O (2-chlorocyclohexanone). Solvent: CCOCC (ether). Reaction conditions: time 4 hour. Product: ClC1=CC=C(C=C1)C1C(CCCC1)=O (2-(4-Chloro-phenyl)-cyclohexanone). Yield: 73.8%. RXN SMILES: [Cl:1][C:2]1[CH:7]=[CH:6][C:5]([Mg]Br)=[CH:4][CH:3]=1.Cl[CH:11]1[CH2:16][CH2:15][CH2:14][CH2:13][C:12]1=[O:17]>CCOCC>[Cl:1][C:2]1[CH:7]=[CH:6][C:5]([CH:11]2[CH2:16][CH2:15][CH2:14][CH2:13][C:12]2=[O:17])=[CH:4][CH:3]=1. Procedure details: A solution of 4-chlorophenylmagnesium bromide (200 mL of 1 M in ether, 200 mmol) was cooled in an ice-bath and a solution of 2-chlorocyclohexanone (26.5 g, 200 mmol) in 200 mL of ether was slowly added. The mixture was stirred at room temperature for 4 hours and was then concentrated under reduced pressure. Benzene (300 mL) was added and the mixture was heated under reflux for 12 h. Dilute aqueous HCl was added and the organic layer was separated, washed with brine, dried (sodium sulfate) and ev...